From a dataset of the Open Reaction Database (ORD), a public repository of structured organic reaction records. describe an organic reaction: reactants, conditions, products, and yield Reactants: FC(C=1C=C(C=CC1)NN=C(C(C)=O)C(C)=O)(F)F (3-{[3-(trifluoromethyl)phenyl]hydrazono}pentane-2,4-dione), COC(N(C)C)OC (N,N-dimethylformamide dimethyl acetal). Run in CN(C)C=O (DMF), Cl (HCl). Run at temperature 80 celsius. Yields the product C(C)(=O)C1=NN(C=CC1=O)C1=CC(=CC=C1)C(F)(F)F (3-Acetyl-1-[3-(trifluoromethyl)phenyl]pyridazin-4(1H)-one). The yield is 65.1%. Reaction SMILES: [F:1][C:2]([F:19])([F:18])[C:3]1[CH:4]=[C:5]([NH:9][N:10]=[C:11]([C:15](=[O:17])[CH3:16])[C:12](=[O:14])[CH3:13])[CH:6]=[CH:7][CH:8]=1.[CH3:20]OC(OC)N(C)C>CN(C=O)C.Cl>[C:15]([C:11]1[C:12](=[O:14])[CH:13]=[CH:20][N:9]([C:5]2[CH:6]=[CH:7][CH:8]=[C:3]([C:2]([F:18])([F:19])[F:1])[CH:4]=2)[N:10]=1)(=[O:17])[CH3:16]. Procedure details: A mixture of 3-{[3-(trifluoromethyl)phenyl]hydrazono}pentane-2,4-dione (5.00 g, 18.4 mmol) and N,N-dimethylformamide dimethyl acetal (2.44 mL, 18.4 mmol) in DMF (100 mL) was heated to 80° C. for 4 h. The mixture was diluted with 1 M HCl aqueous solution, extracted with EtOAc, washed with brine, dried over Na2SO4, filtered, concentrated in vacuo, purified by column chromatography on silica gel (hexane/EtOAc=50/50 to 0/100 and EtOAc/MeOH=100/0 to 80/20) and triturated with EtOAc/hexane to yield th... Starting materials: CCOC(=O)C(C)(C)Cc1[nH]c2ccc(OCc3ccccn3)cc2c1SC(C)(C)C, COc1ccc(-c2ccc(COS(C)(=O)=O)cc2)cn1, [H-], [Na+], CN(C)C=O. The product is CCOC(=O)C(C)(C)Cc1c(SC(C)(C)C)c2cc(OCc3ccccn3)ccc2n1Cc1ccc(-c2ccc(OC)nc2)cc1. Reaction SMILES: [CH2:1]([CH3:2])[O:3][C:4]([C:5]([CH2:6][c:7]1[nH:8][c:9]2[cH:10][cH:11][c:12]([O:21][CH2:22][c:23]3[n:24][cH:25][cH:26][cH:27][cH:28]3)[cH:13][c:14]2[c:15]1[S:16][C:17]([CH3:18])([CH3:19])[CH3:20])([CH3:29])[CH3:30])=[O:31].[CH3:34][O:35][c:36]1[cH:37][cH:38][c:39](-[c:42]2[cH:43][cH:44][c:45]([CH2:46][O:47][S:48]([CH3:49])(=[O:50])=[O:51])[cH:52][cH:53]2)[cH:40][n:41]1.[H-:32].[Na+:33].[O:54]=[CH:55][N:56]([CH3:57])[CH3:58]>>[CH2:1]([CH3:2])[O:3][C:4]([C:5]([CH2:6][c:7]1[n:8]([CH2:46][c:45]2[cH:44][cH:43][c:42](-[c:39]3[cH:38][cH:37][c:36]([O:35][CH3:34])[n:41][cH:40]3)[cH:53][cH:52]2)[c:9]2[cH:10][cH:11][c:12]([O:21][CH2:22][c:23]3[n:24][cH:25][cH:26][cH:27][cH:28]3)[cH:13][c:14]2[c:15]1[S:16][C:17]([CH3:18])([CH3:19])[CH3:20])([CH3:29])[CH3:30])=[O:31]. Reactants: CN1CCCC1=O, COc1cnc(OC)c2[nH]ccc12, Cl, O. The product is COc1cnc(O)c2[nH]ccc12. Reaction SMILES: [CH3:15][N:16]1[CH2:17][CH2:18][CH2:19][C:20]1=[O:21].[CH3:2][O:3][c:4]1[c:5]2[c:6]([c:7]([O:10][CH3:11])[n:8][cH:9]1)[nH:12][cH:13][cH:14]2.[ClH:1].[OH2:22]>>[CH3:2][O:3][c:4]1[c:5]2[c:6]([c:7]([OH:10])[n:8][cH:9]1)[nH:12][cH:13][cH:14]2. Reactants: FC1=C(OCC(=O)OCC)C=CC(=C1NCC1=C(C(=CC(=C1)C)C1=CC(=CC=C1)F)F)F (ethyl 2-[2,4-difluoro-3-[[2-fluoro-3-(3-fluorophenyl)-5-methyl-phenyl]methylamino]phenoxy]acetate), O[Li].O (LiOH.H2O). The solvent is C1CCOC1 (THF), O (water). Run at time 2 hour. Product: FC1=C(OCC(=O)O)C=CC(=C1NCC1=C(C(=CC(=C1)C)C1=CC(=CC=C1)F)F)F (2-[2,4-Difluoro-3-[[2-fluoro-3-(3-fluorophenyl)-5-methyl-phenyl]methylamino]phenoxy]acetic acid). Yield: 35.8%. As a reaction SMILES: [F:1][C:2]1[C:14]([NH:15][CH2:16][C:17]2[CH:22]=[C:21]([CH3:23])[CH:20]=[C:19]([C:24]3[CH:29]=[CH:28][CH:27]=[C:26]([F:30])[CH:25]=3)[C:18]=2[F:31])=[C:13]([F:32])[CH:12]=[CH:11][C:3]=1[O:4][CH2:5][C:6]([O:8]CC)=[O:7].O[Li].O>C1COCC1.O>[F:1][C:2]1[C:14]([NH:15][CH2:16][C:17]2[CH:22]=[C:21]([CH3:23])[CH:20]=[C:19]([C:24]3[CH:29]=[CH:28][CH:27]=[C:26]([F:30])[CH:25]=3)[C:18]=2[F:31])=[C:13]([F:32])[CH:12]=[CH:11][C:3]=1[O:4][CH2:5][C:6]([OH:8])=[O:7] |f:1.2|. Reported procedure: To a stirred solution of ethyl 2-[2,4-difluoro-3-[[2-fluoro-3-(3-fluorophenyl)-5-methyl-phenyl]methylamino]phenoxy]acetate (100 mg, 0.2 mmol, 1.0 eq) in a mixture of THF (20 mL) and water (20 mL) was added LiOH.H2O (38 mg, 0.9 mmol, 4.0 eq). The reaction was stirred at room temperature for 2 h. The THF was then removed in vacuo and the aqueous residue acidified by addition of 1M HCl and extracted with EtOAc. The combined organic extracts were washed with water and brine, dried (Na2SO4), filtered... The reactants are C(C)(=O)OCC (ethyl acetate), CC=1C=C(C(C(=O)O)=CC1)C(=O)O (4-Methylphthalic acid), O (Water), [H-].[Al+3].[Li+].[H-].[H-].[H-] (lithium aluminum hydride). Solvent: CCCCCC (hexane), O1CCCC1 (tetrahydrofuran). The product is OCC=1C=C(C=CC1CO)C (3,4-dihydroxymethyltoluene). Yield: 63.9%. Reaction SMILES: [CH3:1][C:2]1[CH:3]=[C:4]([C:11](O)=[O:12])[C:5](=[CH:9][CH:10]=1)[C:6](O)=[O:7].[H-].[Al+3].[Li+].[H-].[H-].[H-].O.C(OCC)(=O)C>O1CCCC1.CCCCCC>[OH:12][CH2:11][C:4]1[CH:3]=[C:2]([CH3:1])[CH:10]=[CH:9][C:5]=1[CH2:6][OH:7] |f:1.2.3.4.5.6|. Procedure details: 4-Methylphthalic acid (1.40 g, 7.8 mmol) was dissolved in tetrahydrofuran (80 ml) under an argon atmosphere, and lithium aluminum hydride (742 mg, 19.5 mmol) was added, which was followed by reflux under heating for 4 hours. Water was added to the reaction mixture on an ice bath, and the mixture was extracted with ethyl acetate. The organic extract was washed successively with saturated aqueous potassium sodium tartrate solution, water and saturated brine, dried over anhydrous sodium sulfate, fi... The reactants are CON=CC(CCC)C1=C(C=C(C=C1)Cl)Cl (2-(2,4-dichlorophenyl)-pentanal O-methyl-oxime), C(#N)[BH3-].[Na+] (sodium cyanoborohydride). Solvent: C(C)(=O)O (acetic acid). Reaction conditions: temperature 24 celsius, time 4 hour. Product: ClC1=C(C=CC(=C1)Cl)C(CNOC)CCC (N-[2-(2,4-dichlorophenyl)-pentyl]-O-methyl-hydroxylamine). Isolated yield 85.4%. As a reaction SMILES: [CH3:1][O:2][N:3]=[CH:4][CH:5]([C:9]1[CH:14]=[CH:13][C:12]([Cl:15])=[CH:11][C:10]=1[Cl:16])[CH2:6][CH2:7][CH3:8].C([BH3-])#N.[Na+]>C(O)(=O)C>[Cl:16][C:10]1[CH:11]=[C:12]([Cl:15])[CH:13]=[CH:14][C:9]=1[CH:5]([CH2:6][CH2:7][CH3:8])[CH2:4][NH:3][O:2][CH3:1] |f:1.2|. Reported procedure: A solution of 2-(2,4-dichlorophenyl)-pentanal O-methyl-oxime (6.0 g, 23 mmol) in acetic acid (50 ml) was treated at 10° C. with sodium cyanoborohydride (2.90 g, 46 mmol) added in small portions over 10 minutes and the resulting solution was stirred at 24° C. for 4 hours. The solvent was evaporated under reduced pressure (co-evaporation with toluene twice) and the residue was slurried with water and pH was adjusted to 11 with 1M NaOH. The aqueous phase was extracted with dichloromethane (2×50 ml)...